From a dataset of the Open Reaction Database (ORD), a public repository of structured organic reaction records. describe an organic reaction: reactants, conditions, products, and yield Reactants: C(C1=CC=CC=C1)N1C(C(C(=NC2=C1C=CC=C2)C)CC=C)=O (1-benzyl-4-methyl-3-(2-propen-1-yl)-1,3-dihydro-1,5-benzodiazepin-2(2H)-one). The solvent is C(C)OCC (diethylether). Product: C(C1=CC=CC=C1)N1C(C(C(NC2=C1C=CC=C2)C)CC=C)=O (1-Benzyl-4-methyl-3-(2-propen-1-yl)-1,3,4,5-tetrahydro-1,5-benzodiazepin-2(2H)-one). Isolated yield 85.0%. RXN SMILES: [CH2:1]([N:8]1[C:14]2[CH:15]=[CH:16][CH:17]=[CH:18][C:13]=2[N:12]=[C:11]([CH3:19])[CH:10]([CH2:20][CH:21]=[CH2:22])[C:9]1=[O:23])[C:2]1[CH:7]=[CH:6][CH:5]=[CH:4][CH:3]=1>C(OCC)C>[CH2:1]([N:8]1[C:14]2[CH:15]=[CH:16][CH:17]=[CH:18][C:13]=2[NH:12][CH:11]([CH3:19])[CH:10]([CH2:20][CH:21]=[CH2:22])[C:9]1=[O:23])[C:2]1[CH:3]=[CH:4][CH:5]=[CH:6][CH:7]=1. Procedure: Using 1-benzyl-4-methyl-3-(2-propen-1-yl)-1,3-dihydro-1,5-benzodiazepin-2(2H)-one, the titled compound was synthesized in substantially the same manner as in Working Example 24 in a yield of 85%, m.p. 81°-83° C. (diethylether). Starting materials: CCOCCn1c(N2CCCN(CCC3(c4ccccc4)CCNC3)CC2)nc2ccccc21, COc1ccc(-n2cnnc2SC)cc1C(=O)O, CCN=C=NCCCN(C)C, CCN(C(C)C)C(C)C, ClCCl, Cl, Cl, O, On1nnc2ccccc21. Yields the product CCOCCn1c(N2CCCN(CCC3(c4ccccc4)CCN(C(=O)c4cc(-n5cnnc5SC)ccc4OC)C3)CC2)nc2ccccc21. RXN SMILES: [CH2:21]([CH3:22])[O:23][CH2:24][CH2:25][n:26]1[c:27]([N:35]2[CH2:36][CH2:37][N:38]([CH2:42][CH2:43][C:44]3([c:49]4[cH:50][cH:51][cH:52][cH:53][cH:54]4)[CH2:45][NH:46][CH2:47][CH2:48]3)[CH2:39][CH2:40][CH2:41]2)[n:28][c:29]2[c:30]1[cH:31][cH:32][cH:33][cH:34]2.[CH3:1][O:2][c:3]1[c:4]([C:5](=[O:6])[OH:7])[cH:8][c:9](-[n:12]2[c:13]([S:17][CH3:18])[n:14][n:15][cH:16]2)[cH:10][cH:11]1.[CH3:66][N:67]([CH3:68])[CH2:69][CH2:70][CH2:71][N:72]=[C:73]=[N:74][CH2:75][CH3:76].[CH:77]([N:78]([CH:79]([CH3:80])[CH3:81])[CH2:82][CH3:83])([CH3:84])[CH3:85].[Cl:86][CH2:87][Cl:88].[ClH:19].[ClH:20].[OH2:55].[OH:56][n:57]1[c:58]2[cH:59][cH:60][cH:61][cH:62][c:63]2[n:64][n:65]1>>[CH3:1][O:2][c:3]1[c:4]([C:5](=[O:7])[N:46]2[CH2:45][C:44]([CH2:43][CH2:42][N:38]3[CH2:37][CH2:36][N:35]([c:27]4[n:26]([CH2:25][CH2:24][O:23][CH2:21][CH3:22])[c:30]5[c:29]([n:28]4)[cH:34][cH:33][cH:32][cH:31]5)[CH2:41][CH2:40][CH2:39]3)([c:49]3[cH:50][cH:51][cH:52][cH:53][cH:54]3)[CH2:48][CH2:47]2)[cH:8][c:9](-[n:12]2[c:13]([S:17][CH3:18])[n:14][n:15][cH:16]2)[cH:10][cH:11]1. Reactants: CCCCCc1ccc(Oc2cccc(C=O)c2)cc1, CC(=O)O, CC(=O)[O-], [Na+], O=C1CSC(=S)N1. RXN SMILES: [CH2:1]([CH2:2][CH2:3][CH2:4][CH3:5])[c:6]1[cH:7][cH:8][c:9]([O:10][c:11]2[cH:12][c:13]([CH:14]=[O:15])[cH:16][cH:17][cH:18]2)[cH:19][cH:20]1.[CH3:28][C:29](=[O:30])[OH:31].[CH3:33][C:34](=[O:35])[O-:36].[Na+:32].[S:21]1[C:22](=[S:23])[NH:24][C:25](=[O:26])[CH2:27]1>>[CH2:1]([CH2:2][CH2:3][CH2:4][CH3:5])[c:6]1[cH:7][cH:8][c:9]([O:10][c:11]2[cH:12][c:13]([CH:14]=[C:27]3[S:21][C:22](=[S:23])[NH:24][C:25]3=[O:26])[cH:16][cH:17][cH:18]2)[cH:19][cH:20]1. The product is CCCCCc1ccc(Oc2cccc(C=C3SC(=S)NC3=O)c2)cc1. Reactants: O1CCOCC1 (Dioxane), BrC=1N=C2C(=NC1)NC=C2C(C(C)(C)C)=O (1-(2-bromo-5H-pyrrolo[2,3-b]pyrazin-7-yl)-2,2-dimethyl-propan-1-one), C(C)OC=1C=C(C=CC1)B(O)O (3-ethoxybenzeneboronic acid), C(=O)([O-])[O-].[K+].[K+] (K2CO3). Reagents/catalysts: C1=CC=C(C=C1)P([C-]2C=CC=C2)C3=CC=CC=C3.C1=CC=C(C=C1)P([C-]2C=CC=C2)C3=CC=CC=C3.Cl[Pd]Cl.[Fe+2] ([1,1′-bis(diphenylphosphino)ferrocene]dichloro-palladium(II)). The solvent is O (water). The product is C(C)OC=1C=C(C=CC1)C=1N=C2C(=NC1)NC=C2C(C(C)(C)C)=O (1-[2-(3-ethoxy-phenyl)-5H-pyrrolo[2,3-b]pyrazin-7-yl]-2,2-dimethyl-propan-1-one). The yield is 71.4%. RXN SMILES: Br[C:2]1[N:3]=[C:4]2[C:10]([C:11](=[O:16])[C:12]([CH3:15])([CH3:14])[CH3:13])=[CH:9][NH:8][C:5]2=[N:6][CH:7]=1.[CH2:17]([O:19][C:20]1[CH:21]=[C:22](B(O)O)[CH:23]=[CH:24][CH:25]=1)[CH3:18].C([O-])([O-])=O.[K+].[K+].O1CCOCC1>C1C=CC(P(C2C=CC=CC=2)[C-]2C=CC=C2)=CC=1.C1C=CC(P(C2C=CC=CC=2)[C-]2C=CC=C2)=CC=1.Cl[Pd]Cl.[Fe+2].O>[CH2:17]([O:19][C:20]1[CH:25]=[C:24]([C:2]2[N:3]=[C:4]3[C:10]([C:11](=[O:16])[C:12]([CH3:15])([CH3:14])[CH3:13])=[CH:9][NH:8][C:5]3=[N:6][CH:7]=2)[CH:23]=[CH:22][CH:21]=1)[CH3:18] |f:2.3.4,6.7.8.9|. Reported procedure: A microwave tube was charged with 1-(2-bromo-5H-pyrrolo[2,3-b]pyrazin-7-yl)-2,2-dimethyl-propan-1-one (146 mg, 0.52 mmol), 3-ethoxybenzeneboronic acid (94 mg, 0.57 mmol), [1,1′-bis(diphenylphosphino)ferrocene]dichloro-palladium(II) (34 mg, 0.041 mmol), and K2CO3 (179 mg, 1.30 mmol). Dioxane (4 ml) and water (1 ml) were added, and the tube was microwaved at 150° C. for 30 min. The reaction mixture was partitioned between EtOAc/water. The organic layers were collected, dried over MgSO4, filtered, ... Reactants: O=C([O-])[O-], CI, CCOC(C)=O, C=CCn1c(Cl)nc2c1c(=O)[nH]c(=O)n2COCC[Si](C)(C)C, [Cs+], [Cs+], CN(C)C=O, O. Reaction SMILES: [C:26](=[O:27])([O-:28])[O-:29].[CH3:24][I:25].[CH3:38][CH2:39][O:40][C:41](=[O:42])[CH3:43].[Cl:1][c:2]1[n:3][c:4]2[n:5]([CH2:16][O:17][CH2:18][CH2:19][Si:20]([CH3:21])([CH3:22])[CH3:23])[c:6](=[O:15])[nH:7][c:8](=[O:14])[c:9]2[n:10]1[CH2:11][CH:12]=[CH2:13].[Cs+:30].[Cs+:31].[O:33]=[CH:34][N:35]([CH3:36])[CH3:37].[OH2:32]>>[Cl:1][c:2]1[n:3][c:4]2[n:5]([CH2:16][O:17][CH2:18][CH2:19][Si:20]([CH3:21])([CH3:22])[CH3:23])[c:6](=[O:15])[n:7]([CH3:26])[c:8](=[O:14])[c:9]2[n:10]1[CH2:11][CH:12]=[CH2:13]. Product: C=CCn1c(Cl)nc2c1c(=O)n(C)c(=O)n2COCC[Si](C)(C)C.